Dataset: the Open Reaction Database (ORD), a public repository of structured organic reaction records. Task: describe an organic reaction: reactants, conditions, products, and yield The reactants are solution, FC([C@@H]1CC[C@H](CC1)C(=O)O)(F)F (trans-4-(trifluoromethyl)cyclohexanecarboxylic acid). The solvent is C1CCOC1 (THF), C1CCOC1 (THF). Reaction conditions: time 5 hour. The product is FC([C@@H]1CC[C@H](CC1)CO)(F)F ([trans-4-(trifluoromethyl)cyclohexyl]methanol). RXN SMILES: [F:1][C:2]([F:13])([F:12])[C@H:3]1[CH2:8][CH2:7][C@H:6]([C:9](O)=[O:10])[CH2:5][CH2:4]1>C1COCC1>[F:1][C:2]([F:12])([F:13])[C@H:3]1[CH2:4][CH2:5][C@H:6]([CH2:9][OH:10])[CH2:7][CH2:8]1. Reported procedure: BH3 (100 mL, 0.1 mol, 1.0 M solution in THF) was added dropwise to 0° C. solution of trans-4-(trifluoromethyl)cyclohexanecarboxylic acid (19.6 g, 0.1 mol) in dry THF (100 mL). The reaction was stirred at room temperature for 5 h, quenched with water, extracted with EtOAc, washed with brine, dried over Na2SO4, filtered, and concentrated to give [trans-4-(trifluoromethyl)cyclohexyl]methanol. 1H NMR (300 MHz, CDCl3): δ 3.48-3.47 (d, 2H), 2.00-1.89 (m, 5H), 1.51-1.43 (m, 1H), 1.35-1.26 (m, 2H), 1.05... Yields the product CN(O)C(=O)C(=O)c1ccc(OCCOc2ccc3ccccc3c2)cc1. The reactants are CNO, ClCCl, Cl, O, O=C(Cl)C(=O)c1ccc(OCCOc2ccc3ccccc3c2)cc1, O=C(O)C(=O)c1ccc(OCCOc2ccc3ccccc3c2)cc1, c1ccncc1. Reaction SMILES: [CH3:52][NH:53][OH:54].[Cl:55][CH2:56][Cl:57].[ClH:51].[OH2:64].[cH:1]1[c:2]([O:11][CH2:12][CH2:13][O:14][c:15]2[cH:16][cH:17][c:18]([C:21]([C:22](=[O:23])[Cl:24])=[O:25])[cH:19][cH:20]2)[cH:3][cH:4][c:5]2[cH:6][cH:7][cH:8][cH:9][c:10]12.[cH:26]1[c:27]2[c:28]([cH:29][cH:30][cH:31][cH:32]2)[cH:33][cH:34][c:35]1[O:36][CH2:37][CH2:38][O:39][c:40]1[cH:41][cH:42][c:43]([C:44](=[O:45])[C:46]([OH:47])=[O:48])[cH:49][cH:50]1.[cH:58]1[cH:59][cH:60][n:61][cH:62][cH:63]1>>[cH:1]1[c:2]([O:11][CH2:12][CH2:13][O:14][c:15]2[cH:16][cH:17][c:18]([C:21]([C:22](=[O:23])[N:53]([CH3:52])[OH:54])=[O:25])[cH:19][cH:20]2)[cH:3][cH:4][c:5]2[cH:6][cH:7][cH:8][cH:9][c:10]12.